This data is from the Open Reaction Database (ORD), a public repository of structured organic reaction records. The task is: describe an organic reaction: reactants, conditions, products, and yield The reactants are FS(=O)(=O)OC (methyl fluorosulfonate), COC1=CC=C(CS[C@@H]2CN(CC2)C)C=C1 ((3S)-3-(4-methoxybenzylthio)-1-methylpyrrolidine). Run in C(Cl)Cl (methylene chloride). Conditions: time 30 minute. Product: FS(=O)(=O)[O-].C[N+]1(C[C@H](CC1)SCC1=CC=C(C=C1)OC)C ((3S)-1,1-Dimethyl-3-(4-methoxybenzylthio)pyrrolidinium fluorosulfonate). As a reaction SMILES: [F:1][S:2]([O:5][CH3:6])(=[O:4])=[O:3].[CH3:7][O:8][C:9]1[CH:22]=[CH:21][C:12]([CH2:13][S:14][C@H:15]2[CH2:19][CH2:18][N:17]([CH3:20])[CH2:16]2)=[CH:11][CH:10]=1>C(Cl)Cl>[F:1][S:2]([O-:5])(=[O:4])=[O:3].[CH3:20][N+:17]1([CH3:6])[CH2:18][CH2:19][C@H:15]([S:14][CH2:13][C:12]2[CH:11]=[CH:10][C:9]([O:8][CH3:7])=[CH:22][CH:21]=2)[CH2:16]1 |f:3.4|. Procedure: 118 μl of methyl fluorosulfonate were added, whilst ice-cooling, to a solution of 340 mg of (3S)-3-(4-methoxybenzylthio)-1-methylpyrrolidine [prepared as described in step (4) above] dissolved in 20 ml of dry methylene chloride. The mixture was then stirred at the same temperature for 30 minutes and then at room temperature for 3.5 hours. At the end of this time, the solvent was removed by distillation under reduced pressure, and the residue was repeatedly washed by decantation with diethyl ethe...